This data is from the Open Reaction Database (ORD), a public repository of structured organic reaction records. The task is: describe an organic reaction: reactants, conditions, products, and yield Reactants: O=C([O-])[O-], NC(=O)c1ccccc1N(CCCl)Cc1ccccc1, CCCCO, ClC(Cl)Cl, Cl, [Na+], [Na+], OC1(c2ccccc2)CCNCC1. The product is NC(=O)c1ccccc1N(CCN1CCC(O)(c2ccccc2)CC1)Cc1ccccc1, Cl. As a reaction SMILES: [C:22](=[O:23])([O-:24])[O-:25].[CH2:2]([c:3]1[cH:4][cH:5][cH:6][cH:7][cH:8]1)[N:9]([c:10]1[c:11]([C:12](=[O:13])[NH2:14])[cH:15][cH:16][cH:17][cH:18]1)[CH2:19][CH2:20][Cl:21].[CH2:41]([OH:42])[CH2:43][CH2:44][CH3:45].[CH:46]([Cl:47])([Cl:48])[Cl:49].[ClH:1].[Na+:26].[Na+:27].[OH:28][C:29]1([c:35]2[cH:36][cH:37][cH:38][cH:39][cH:40]2)[CH2:30][CH2:31][NH:32][CH2:33][CH2:34]1>>[CH2:2]([c:3]1[cH:4][cH:5][cH:6][cH:7][cH:8]1)[N:9]([c:10]1[c:11]([C:12](=[O:13])[NH2:14])[cH:15][cH:16][cH:17][cH:18]1)[CH2:19][CH2:20][N:32]1[CH2:31][CH2:30][C:29]([OH:28])([c:35]2[cH:36][cH:37][cH:38][cH:39][cH:40]2)[CH2:34][CH2:33]1.[ClH:21]. The product is Cc1cc(C)c(Cl)c(C)c1. Reactants: CC#N, [Cl-], [O-][I+3]([O-])([O-])[O-], [Na+], [Na+], O, O=S(=O)(O)O, Cc1cc(C)cc(C)c1. RXN SMILES: [C:24](#[N:25])[CH3:26].[Cl-:11].[I+3:17]([O-:18])([O-:19])([O-:20])[O-:21].[Na+:10].[Na+:22].[OH2:23].[S:12](=[O:13])(=[O:14])([OH:15])[OH:16].[c:1]1([CH3:9])[cH:2][c:3]([CH3:8])[cH:4][c:5]([CH3:7])[cH:6]1>>[c:1]1([CH3:9])[c:2]([Cl:11])[c:3]([CH3:8])[cH:4][c:5]([CH3:7])[cH:6]1. The reactants are NC1=NC(=NC2=C(C(=C(C=C12)OC)OC)OC)Cl (4-amino-2-chloro-6,7,8-trimethoxy-quinazoline), N1CCC(CC1)N1C(C2=CC=CC=C2C1)=O (2-(4-piperidinyl)-isoindolin-1-one), C([O-])([O-])=O.[Na+].[Na+] (sodium carbonate). The solvent is CN(C=O)C (dimethylformamide). Conditions: time 16 hour. The product is Cl.NC1=NC(=NC2=C(C(=C(C=C12)OC)OC)OC)N1CCC(CC1)N1C(C2=CC=CC=C2C1)=O (2-[1-(4-amino-6,7,8-trimethoxy-2-quinazolinyl)-4-piperidinyl]-isoindolin-1-one monohydrochloride). As a reaction SMILES: [NH2:1][C:2]1[C:11]2[C:6](=[C:7]([O:16][CH3:17])[C:8]([O:14][CH3:15])=[C:9]([O:12][CH3:13])[CH:10]=2)[N:5]=[C:4]([Cl:18])[N:3]=1.[NH:19]1[CH2:24][CH2:23][CH:22]([N:25]2[CH2:33][C:32]3[C:27](=[CH:28][CH:29]=[CH:30][CH:31]=3)[C:26]2=[O:34])[CH2:21][CH2:20]1.C(=O)([O-])[O-].[Na+].[Na+]>CN(C)C=O>[ClH:18].[NH2:1][C:2]1[C:11]2[C:6](=[C:7]([O:16][CH3:17])[C:8]([O:14][CH3:15])=[C:9]([O:12][CH3:13])[CH:10]=2)[N:5]=[C:4]([N:19]2[CH2:24][CH2:23][CH:22]([N:25]3[CH2:33][C:32]4[C:27](=[CH:28][CH:29]=[CH:30][CH:31]=4)[C:26]3=[O:34])[CH2:21][CH2:20]2)[N:3]=1 |f:2.3.4,6.7|. Procedure details: The mixture of 5.39 g of 4-amino-2-chloro-6,7,8-trimethoxy-quinazoline, 4.32 g of 2-(4-piperidinyl)-isoindolin-1-one, 4.24 g of anhydrous sodium carbonate and 75 ml of dimethylformamide is stirred under nitrogen at 125°-130° for 16 hours. It is filtered, the filtrate evaporated, the residue dissolved in methylene chloride and the solution washed with aqueous sodium bicarbonate. The organic layer is separated, dried, and evaporated. The residue is suspended in refluxing isopropanol and acidified ... The reactants are COC1=CC=C(CS[C@H]2C[C@H](N(C2)C(=O)OCC2=CC=C(C=C2)[N+](=O)[O-])C(=O)O)C=C1 ((2S,4S)-4-(4-methoxybenzylthio)-1-(4-nitrobenzyloxycarbonyl)-2-pyrrolidinecarboxylic acid), FC(C(=O)O)(F)F.CN([C@H]1CNCC1)C ((3R)-3-dimethylaminopyrrolidine trifluoroacetate), C(C)(C)N(CC)C(C)C (diisopropylethylamine), C(C(C)(C)C)(=O)Cl (pivaloyl chloride). Run in O1CCCC1 (tetrahydrofuran), C(C)#N (acetonitrile), C(C)N(CC)CC (triethylamine). Conditions: temperature -20 celsius, time 5 minute. The product is CN([C@H]1CN(CC1)C(=O)[C@H]1N(C[C@H](C1)SCC1=CC=C(C=C1)OC)C(=O)OCC1=CC=C(C=C1)[N+](=O)[O-])C ((2S,4S)-2-[(3R)-3-Dimethylamino-1-pyrrolidinylcarbonyl]-4-(4-methoxybenzylthio]-1-(4-nitrobenzyloxycarbonyl)pyrrolidine). Isolated yield 81.0%. As a reaction SMILES: [CH3:1][O:2][C:3]1[CH:31]=[CH:30][C:6]([CH2:7][S:8][C@@H:9]2[CH2:13][N:12]([C:14]([O:16][CH2:17][C:18]3[CH:23]=[CH:22][C:21]([N+:24]([O-:26])=[O:25])=[CH:20][CH:19]=3)=[O:15])[C@H:11]([C:27]([OH:29])=O)[CH2:10]2)=[CH:5][CH:4]=1.C(Cl)(=O)C(C)(C)C.FC(F)(F)C(O)=O.[CH3:46][N:47]([CH3:53])[C@@H:48]1[CH2:52][CH2:51][NH:50][CH2:49]1.C(N(C(C)C)CC)(C)C>O1CCCC1.C(#N)C.C(N(CC)CC)C>[CH3:46][N:47]([CH3:53])[C@@H:48]1[CH2:52][CH2:51][N:50]([C:27]([C@@H:11]2[CH2:10][C@H:9]([S:8][CH2:7][C:6]3[CH:5]=[CH:4][C:3]([O:2][CH3:1])=[CH:31][CH:30]=3)[CH2:13][N:12]2[C:14]([O:16][CH2:17][C:18]2[CH:23]=[CH:22][C:21]([N+:24]([O-:26])=[O:25])=[CH:20][CH:19]=2)=[O:15])=[O:29])[CH2:49]1 |f:2.3|. Procedure: 2.60 g of (2S,4S)-4-(4-methoxybenzylthio)-1-(4-nitrobenzyloxycarbonyl)-2-pyrrolidinecarboxylic acid were dissolved in 20 ml of dry tetrahydrofuran, and the resulting solution was cooled to -20° C. 590 mg of triethylamine and then 704 mg of pivaloyl chloride were added to the solution, after which the resulting mixture was stirred at the same temperature for 5 minutes. 2100 g of (3R)-3-dimethylaminopyrrolidine trifluoroacetate, 788 mg of diisopropylethylamine and 20 ml of dry acetonitrile were th... Starting materials: [Si](C1=CC=CC=C1)(C1=CC=CC=C1)(C(C)(C)C)OC(C)C=1SC=C(N1)C(=O)O (2-(1-(tert-butyldiphenylsilyloxy)ethyl)thiazole-4-carboxylic acid), N[C@H](CN1N=C(C=C1)C1=CC(=C(C#N)C=C1)Cl)C ((S)-4-(1-(2-aminopropyl)-1H-pyrazol-3-yl)-2-chlorobenzonitrile). Product: [Si](C1=CC=CC=C1)(C1=CC=CC=C1)(C(C)(C)C)OC(C)C=1SC=C(N1)C(=O)N[C@H](CN1N=C(C=C1)C1=CC(=C(C=C1)C#N)Cl)C (2-(1-(tert-butyldiphenylsilyloxy)ethyl)-N—((S)-1-(3-(3-chloro-4-cyanophenyl)-1H-pyrazol-1-yl)propan-2-yl)thiazole-4-carboxamide). Reaction SMILES: [Si:1]([O:18][CH:19]([C:21]1[S:22][CH:23]=[C:24]([C:26]([OH:28])=O)[N:25]=1)[CH3:20])([C:14]([CH3:17])([CH3:16])[CH3:15])([C:8]1[CH:13]=[CH:12][CH:11]=[CH:10][CH:9]=1)[C:2]1[CH:7]=[CH:6][CH:5]=[CH:4][CH:3]=1.[NH2:29][C@@H:30]([CH3:46])[CH2:31][N:32]1[CH:36]=[CH:35][C:34]([C:37]2[CH:44]=[CH:43][C:40]([C:41]#[N:42])=[C:39]([Cl:45])[CH:38]=2)=[N:33]1>>[Si:1]([O:18][CH:19]([C:21]1[S:22][CH:23]=[C:24]([C:26]([NH:29][C@@H:30]([CH3:46])[CH2:31][N:32]2[CH:36]=[CH:35][C:34]([C:37]3[CH:44]=[CH:43][C:40]([C:41]#[N:42])=[C:39]([Cl:45])[CH:38]=3)=[N:33]2)=[O:28])[N:25]=1)[CH3:20])([C:14]([CH3:17])([CH3:15])[CH3:16])([C:8]1[CH:13]=[CH:12][CH:11]=[CH:10][CH:9]=1)[C:2]1[CH:3]=[CH:4][CH:5]=[CH:6][CH:7]=1. Procedure: The title compound was prepared using the method of Example 34(d) starting from 2-(1-(tert-butyldiphenylsilyloxy)ethyl)thiazole-4-carboxylic acid (326 mg, 0.792 mmol) and (S)-4-(1-(2-aminopropyl)-1H-pyrazol-3-yl)-2-chlorobenzonitrile (105 mg, 0.403 mmol). After extraction, based on the LC-MS data, the product was estimated to be pure enough for the next step. LC-MS: [M+1]=655.30. The reactants are O=C([O-])[O-], CCCC[N+](CCCC)(CCCC)CCCC, CC#N, CN(C)CCCl, O=Cc1ccc(O)cc1Cl, Cl, [I-], [K+], [K+], O. Product: CN(C)CCOc1ccc(C=O)c(Cl)c1. RXN SMILES: [C:18](=[O:19])([O-:20])[O-:21].[CH2:25]([N+:26]([CH2:27][CH2:28][CH2:29][CH3:30])([CH2:31][CH2:32][CH2:33][CH3:34])[CH2:35][CH2:36][CH2:37][CH3:38])[CH2:39][CH2:40][CH3:41].[CH3:42][C:43]#[N:44].[Cl:12][CH2:13][CH2:14][N:15]([CH3:16])[CH3:17].[Cl:1][c:2]1[c:3]([CH:4]=[O:5])[cH:6][cH:7][c:8]([OH:10])[cH:9]1.[ClH:11].[I-:24].[K+:22].[K+:23].[OH2:45]>>[Cl:1][c:2]1[c:3]([CH:4]=[O:5])[cH:6][cH:7][c:8]([O:10][CH2:13][CH2:14][N:15]([CH3:16])[CH3:17])[cH:9]1.